From a dataset of the Open Reaction Database (ORD), a public repository of structured organic reaction records. describe an organic reaction: reactants, conditions, products, and yield The reactants are O(C1=CC=CC=C1)C1=CC=C(C#N)C=C1 (4-phenoxybenzonitrile), [Li]CCCC (n-BuLi), C(C)(C)NC(C)C (diisopropylamine), C(C)#N (Acetonitrile), [Cl-].[NH4+] (ammonium chloride), Cl (HCl). Solvent: C1CCOC1 (THF), C1CCOC1 (THF), C1CCOC1 (THF), O (water). Reaction conditions: temperature 0 celsius, time 20 minute. The product is NC(=CC#N)C1=CC=C(C=C1)OC1=CC=CC=C1 (3-amino-3-(4-phenoxyphenyl)acrylonitrile). Yield: 60.9%. RXN SMILES: [Li]CCCC.[CH:6]([NH:9]C(C)C)(C)[CH3:7].C(#N)C.[O:16]([C:23]1[CH:30]=[CH:29][C:26]([C:27]#[N:28])=[CH:25][CH:24]=1)[C:17]1[CH:22]=[CH:21][CH:20]=[CH:19][CH:18]=1.[Cl-].[NH4+].Cl>C1COCC1.O>[NH2:28][C:27]([C:26]1[CH:25]=[CH:24][C:23]([O:16][C:17]2[CH:18]=[CH:19][CH:20]=[CH:21][CH:22]=2)=[CH:30][CH:29]=1)=[CH:7][C:6]#[N:9] |f:4.5|. Procedure details: A 2.5 M THF solution of n-BuLi (20.49 mL, 51.2 mmol) was added to a solution of diisopropylamine (7.30 mL, 51.2 mmol) in THF (165 mL) at −78° C. The mixture was stirred at 0° C. for 20 min and cooled to −78° C. Acetonitrile (2.68 mL, 51.2 mmol) was added to give a white cloudy solution. After 30 min at −78° C., a solution of 4-phenoxybenzonitrile (10 g, 51.2 mmol) in THF (35 mL) was added. After 1.5 h at −78° C., saturated ammonium chloride (50 mL), water (25 mL) and 1 N HCl (25 mL) were added. ... Reactants: NC=1C=C2C(=C(N(C2=CC1)CC1=CC=CC=C1)C(=O)OCC)C1=CC=CC=C1 (ethyl 5-amino-1-benzyl-3-phenyl-1H-indole-2-carboxylate), C1=CC=C(C=2SC3=C(C21)C=CC=C3)B(O)O (4-dibenzothiopheneboronic acid). Yields the product C(C1=CC=CC=C1)N1C(=C(C2=CC(=CC=C12)NC1=CC=CC2=C1SC1=C2C=CC=C1)C1=CC=CC=C1)C(=O)O (1-benzyl-5-(dibenzo[b,d]thien-4-ylamino)-3-phenyl-1H-indole-2-carboxylic acid). As a reaction SMILES: [NH2:1][C:2]1[CH:3]=[C:4]2[C:8](=[CH:9][CH:10]=1)[N:7]([CH2:11][C:12]1[CH:17]=[CH:16][CH:15]=[CH:14][CH:13]=1)[C:6]([C:18]([O:20]CC)=[O:19])=[C:5]2[C:23]1[CH:28]=[CH:27][CH:26]=[CH:25][CH:24]=1.[CH:29]1[C:37]2[C:36]3[CH:38]=[CH:39][CH:40]=[CH:41][C:35]=3[S:34][C:33]=2[C:32](B(O)O)=[CH:31][CH:30]=1>>[CH2:11]([N:7]1[C:8]2[C:4](=[CH:3][C:2]([NH:1][C:32]3[C:33]4[S:34][C:35]5[CH:41]=[CH:40][CH:39]=[CH:38][C:36]=5[C:37]=4[CH:29]=[CH:30][CH:31]=3)=[CH:10][CH:9]=2)[C:5]([C:23]2[CH:28]=[CH:27][CH:26]=[CH:25][CH:24]=2)=[C:6]1[C:18]([OH:20])=[O:19])[C:12]1[CH:17]=[CH:16][CH:15]=[CH:14][CH:13]=1. Procedure details: The title compound was prepared from ethyl 5-amino-1-benzyl-3-phenyl-1H-indole-2-carboxylate and 4-dibenzothiopheneboronic acid according to the procedure of Example 1 Step 3 as a black solid: 1H NMR (DMSO-d6) δ 5.82 (s, 2 H), 7.00-8.20 (m, 27 H); MS (ESI) m/z 525 (MH+); HRMS calcd. for C34H25N2O2S: 525.1637; found (ESI+): 525.1622; Anal. calcd. for C34H24N2O2S.0.3ACN: C, 74.88; H, 4.89; N, 5.81. Found: C, 75.14; H, 4.53; N, 5.82. The reactants are C(C)C=1NC(NC1C(C1=CC(=C(C=C1)F)F)=O)=S (1,3-dihydro-4-ethyl-5-(3,4-difluorobenzoyl)-2H-imidazole-2-thione), P12(=S)SP3(=S)SP(=S)(S1)SP(=S)(S2)S3 (phosphorus pentasulfide). The solvent is C1(=CC=CC=C1)C (toluene). Yields the product C(C)C=1NC(NC1C(C1=CC(=C(C=C1)F)F)=S)=S (1,3-Dihydro-4-ethyl-5-[3,4-difluoro(thiobenzoyl)]-2H-imidazole-2-thione). RXN SMILES: [CH2:1]([C:3]1[NH:4][C:5](=[S:18])[NH:6][C:7]=1[C:8](=O)[C:9]1[CH:14]=[CH:13][C:12]([F:15])=[C:11]([F:16])[CH:10]=1)[CH3:2].P12(SP3(SP(SP(S3)(S1)=S)(=S)S2)=S)=[S:20]>C1(C)C=CC=CC=1>[CH2:1]([C:3]1[NH:4][C:5](=[S:18])[NH:6][C:7]=1[C:8](=[S:20])[C:9]1[CH:14]=[CH:13][C:12]([F:15])=[C:11]([F:16])[CH:10]=1)[CH3:2]. Procedure details: Ten grams of 1,3-dihydro-4-ethyl-5-(3,4-difluorobenzoyl)-2H-imidazole-2-thione in toluene and phosphorus pentasulfide was heated at reflux temperature for 5 hours. Evaporation of the solvent provides the title compound. The reactants are CN(C)C(=[N+](C)C)ON1C2=C(C=CC=C2)N=N1.[B-](F)(F)(F)F (TBTU), CNC (dimethylamine), [N+](=O)([O-])C=1C=NC=CC1OC1CCC(CC1)C(=O)O (4-[(3-nitro-4-pyridyl)oxy]cyclohexanecarboxylic acid), CCN(C(C)C)C(C)C (DIPEA). Run in C1CCOC1 (THF). Conditions: time 8 hour. The product is CN(C(=O)C1CCC(CC1)OC1=C(C=NC=C1)[N+](=O)[O-])C (N,N-dimethyl-4-[(3-nitro-4-pyridyl)oxy]cyclohexanecarboxamide). RXN SMILES: [CH3:1][N:2](C(ON1N=NC2C=CC=CC1=2)=[N+](C)C)[CH3:3].[B-](F)(F)(F)F.CNC.[N+:26]([C:29]1[CH:30]=[N:31][CH:32]=[CH:33][C:34]=1[O:35][CH:36]1[CH2:41][CH2:40][CH:39]([C:42]([OH:44])=O)[CH2:38][CH2:37]1)([O-:28])=[O:27].CCN(C(C)C)C(C)C>C1COCC1>[CH3:1][N:2]([CH3:3])[C:42]([CH:39]1[CH2:38][CH2:37][CH:36]([O:35][C:34]2[CH:33]=[CH:32][N:31]=[CH:30][C:29]=2[N+:26]([O-:28])=[O:27])[CH2:41][CH2:40]1)=[O:44] |f:0.1|. Procedure details: TBTU (630.0 mg, 1.962 mmol) and dimethylamine (1.784 mL of 2 M, 3.568 mmol) were added to a solution of 4-[(3-nitro-4-pyridyl)oxy]cyclohexanecarboxylic acid (475 mg, 1.784 mmol) and DIPEA (253.6 mg, 341.8 μL, 1.962 mmol) in THF (9.500 mL) and the resulting solution was stirred at RT overnight. The reaction mixture was partitioned between EtOAc and water, and the combined organic extracts were dried over MgSO4 and concentrated in vacuo. The residue was purified by column chromatography on silica ...